describe an organic reaction: reactants, conditions, products, and yield From a dataset of the Open Reaction Database (ORD), a public repository of structured organic reaction records. Reactants: CCCCOc1c(C(C)=CC=CC(C)=CC(=O)OCC)cc(C(C)(C)C)cc1C(C)(C)C, ClCCl, CCCCCC, CCO, Cl, [Na+], [OH-]. The product is CCCCOc1c(C(C)=CC=CC(C)=CC(=O)O)cc(C(C)(C)C)cc1C(C)(C)C. Reaction SMILES: [CH2:1]([CH3:2])[O:3][C:4]([CH:5]=[C:6]([CH:7]=[CH:8][CH:9]=[C:10]([CH3:11])[c:12]1[c:13]([O:26][CH2:27][CH2:28][CH2:29][CH3:30])[c:14]([C:22]([CH3:23])([CH3:24])[CH3:25])[cH:15][c:16]([C:18]([CH3:19])([CH3:20])[CH3:21])[cH:17]1)[CH3:31])=[O:32].[CH2:42]([Cl:43])[Cl:44].[CH3:36][CH2:37][CH2:38][CH2:39][CH2:40][CH3:41].[CH3:45][CH2:46][OH:47].[ClH:35].[Na+:34].[OH-:33]>>[O:3]=[C:4]([CH:5]=[C:6]([CH:7]=[CH:8][CH:9]=[C:10]([CH3:11])[c:12]1[c:13]([O:26][CH2:27][CH2:28][CH2:29][CH3:30])[c:14]([C:22]([CH3:23])([CH3:24])[CH3:25])[cH:15][c:16]([C:18]([CH3:19])([CH3:20])[CH3:21])[cH:17]1)[CH3:31])[OH:32]. Reactants: COc1ccc2c(c1)C1(COC(N)=N1)c1cc(Br)ccc1O2, CNC1CCCCC1NC, CCO, [Cu]I, [N-]=[N+]=[N-], [Na+], O. RXN SMILES: [Br:1][c:2]1[cH:3][c:4]2[c:5]([cH:6][cH:7]1)[O:8][c:9]1[cH:10][cH:11][c:12]([O:21][CH3:22])[cH:13][c:14]1[C:15]21[N:16]=[C:17]([NH2:20])[O:18][CH2:19]1.[CH3:27][NH:28][CH:29]1[CH2:30][CH2:31][CH2:32][CH2:33][CH:34]1[NH:35][CH3:36].[CH3:37][CH2:38][OH:39].[Cu:41][I:42].[N-:24]=[N+:25]=[N-:26].[Na+:23].[OH2:40]>>[c:2]1([N:24]=[N+:25]=[N-:26])[cH:3][c:4]2[c:5]([cH:6][cH:7]1)[O:8][c:9]1[cH:10][cH:11][c:12]([O:21][CH3:22])[cH:13][c:14]1[C:15]21[N:16]=[C:17]([NH2:20])[O:18][CH2:19]1. Yields the product COc1ccc2c(c1)C1(COC(N)=N1)c1cc(N=[N+]=[N-])ccc1O2. Starting materials: O=C1CCC(CC1)NC1=C(C(=NC=C1)C)OC (4-(4-oxocyclohexylamino)-3-methoxy-2-methylpyridine), O (water), C(C)(=O)OCC.CO (ethyl acetate methanol), C(C1=CC=CC=C1)ON (O-benzylhydroxylamine), O (water). Solvent: C1(=CC=CC=C1)C (toluene). Yields the product C(C1=CC=CC=C1)ON=C1CCC(CC1)NC1=C(C(=NC=C1)C)OC (4-[4-(O-Benzyloximino)cyclohexylamino]-3-methoxy-2-methylpyridine). Reaction SMILES: O=[C:2]1[CH2:7][CH2:6][CH:5]([NH:8][C:9]2[CH:14]=[CH:13][N:12]=[C:11]([CH3:15])[C:10]=2[O:16][CH3:17])[CH2:4][CH2:3]1.[CH2:18]([O:25][NH2:26])[C:19]1[CH:24]=[CH:23][CH:22]=[CH:21][CH:20]=1.O.C(OCC)(=O)C.CO>C1(C)C=CC=CC=1>[CH2:18]([O:25][N:26]=[C:2]1[CH2:7][CH2:6][CH:5]([NH:8][C:9]2[CH:14]=[CH:13][N:12]=[C:11]([CH3:15])[C:10]=2[O:16][CH3:17])[CH2:4][CH2:3]1)[C:19]1[CH:24]=[CH:23][CH:22]=[CH:21][CH:20]=1 |f:3.4|. Reported procedure: 2 g of 4-(4-oxocyclohexylamino)-3-methoxy-2-methylpyridine and 1.2 g O-benzylhydroxylamine are boiled in toluene in a water separator until liberation of water has ended. The product is isolated by column chromatography (ethyl acetate/methanol 9:1; silica gel). 1.8 g=53% Reactants: 209.5, ClC(CC1=CC=C(C(=O)O)C=C1)C#N (4-(2-chloro-2-cyanoethyl) benzoic acid). The reagents and catalysts are [Zn] (zinc). The solvent is C(C)(=O)O (acetic acid). Product: C(#N)CCC1=CC=C(C(=O)O)C=C1 (4-(2-cyanoethyl) benzoic acid). As a reaction SMILES: Cl[CH:2]([C:13]#[N:14])[CH2:3][C:4]1[CH:12]=[CH:11][C:7]([C:8]([OH:10])=[O:9])=[CH:6][CH:5]=1>[Zn].C(O)(=O)C>[C:13]([CH2:2][CH2:3][C:4]1[CH:12]=[CH:11][C:7]([C:8]([OH:10])=[O:9])=[CH:6][CH:5]=1)#[N:14]. Reported procedure: 100 parts of zinc powder are gradually added to a solution of 209.5 parts of 4-(2-chloro-2-cyanoethyl) benzoic acid in 500 parts of glacial acetic acid. The temperature rises quickly up to reflux and is maintained for approximately 1 hour. The solution is filtered when hot so a to eliminate the insoluble matter, then the filtrate is diluted with 1000 parts of water and the precipitate formed is isolated. Thus 122 parts of 4-(2-cyanoethyl) benzoic acid are obtained. M.P.: 182° C. Conditions: time 1 hour. The solvent is O (water). Yields the product NC=1SC=C(N1)C(C(=O)O)=O (2-(2-aminothiazol-4-yl)glyoxylic acid). Starting materials: CSC(C(=O)C=1N=C(SC1)N)=O (2-(2-aminothiazol-4-yl)thioglyoxylic S-acid methyl ester), C([O-])([O-])=O.[Na+].[Na+] (sodium carbonate), Cl (hydrochloric acid). RXN SMILES: CS[C:3](=[O:12])[C:4]([C:6]1[N:7]=[C:8]([NH2:11])[S:9][CH:10]=1)=[O:5].C(=O)([O-])[O-:14].[Na+].[Na+].Cl>O>[NH2:11][C:8]1[S:9][CH:10]=[C:6]([C:4](=[O:5])[C:3]([OH:12])=[O:14])[N:7]=1 |f:1.2.3|. Isolated yield 72.1%. Reported procedure: To 10.1 g of 2-(2-aminothiazol-4-yl)thioglyoxylic S-acid methyl ester and 80 ml of water was added 10.6 g of sodium carbonate with ice-cooling, and the resulting mixture was stirred at the same temperature for 1 hour. Subsequently, the thus obtained reaction mixture was adjusted to pH 2.5 with 6N hydrochloric acid at the same temperature. The deposited crystals were collected by filtration, washed with water, and then dried to obtain 6.2 g (67.8% yield) of 2-(2-aminothiazol-4-yl)glyoxylic acid h...